From a dataset of the Open Reaction Database (ORD), a public repository of structured organic reaction records. describe an organic reaction: reactants, conditions, products, and yield Starting materials: C1(C=2C(C(N1)=O)=CC=CC2)=O (phthalimide), S1(NCCCC1)(=O)=O ([1,2]thiazinane 1,1-dioxide), C1(=CC=CC=C1)NS(=O)(=O)C (N-phenyl-methanesulfonamide), C1(=CC=CC=C1)NC(=O)C (PhNHAc), C(C)C1(C(NC=CC1=O)=O)CC (3,3-diethyl-1H-pyridine-2,4-dione), CC1(CC(NC(C1)=O)=O)C (4,4-dimethyl-piperidine-2,6-dione), sulfonamide, N1C(CCC1=O)=O (pyrrolidine-2,5-dione), N1C(CCCC1)=O (piperidin-2-one). Reported procedure: The following are prepared analogously by displacement of A-3b with the anion derived from deprotonation of the amide or sulfonamide in parentheses: I-29 (pyrrolidine-2,5-dione), I-34 (N-phenyl-methanesulfonamide), I-16 ([1,2]thiazinane 1,1-dioxide), I-23 (piperidin-2-one), I-88 (4,4-dimethyl-piperidine-2,6-dione), I-89 (PhNHAc) and I-39 (3,3-diethyl-1H-pyridine-2,4-dione). RXN SMILES: [C:1]1(=[O:11])[NH:5][C:4](=[O:6])[C:3]2=[CH:7][CH:8]=[CH:9][CH:10]=[C:2]12.N1C(=O)CC[C:13]1=O.C1(NS(C)(=O)=O)C=CC=CC=1.S1(=O)(=O)CCCCN1.[NH:38]1[CH2:43][CH2:42][CH2:41][CH2:40][C:39]1=[O:44].C[C:46]1([CH3:54])[CH2:51][C:50](=O)N[C:48](=[O:53])[CH2:47]1.C1(NC(C)=O)C=CC=CC=1.[CH2:65]([C:67]1([CH2:75]C)[C:72](=O)C=CN[C:68]1=O)C>>[C:67]([C:75]1[C:48]([O:53][CH3:13])=[CH:47][C:46]([CH2:54][N:5]2[C:1](=[O:11])[C:2]3[C:3](=[CH:7][CH:8]=[CH:9][CH:10]=3)[C:4]2=[O:6])=[C:51]([C:40]2[C:39](=[O:44])[NH:38][CH:43]=[CH:42][CH:41]=2)[CH:50]=1)([CH3:72])([CH3:68])[CH3:65]. The product is C(C)(C)(C)C1=CC(=C(CN2C(C3=CC=CC=C3C2=O)=O)C=C1OC)C=1C(NC=CC1)=O (2-[4-tert-Butyl-5-methoxy-2-(2-oxo-1,2-dihydro-pyridin-3-yl)-benzyl]-isoindole-1,3-dione). Reactants: ClC=1C(=C(C=CC1)C(=O)C1=CC(=C(C=C1)OC)F)F ((3-chloro-2-fluorophenyl)(3-fluoro-4-methoxyphenyl)methanone), O.NN (hydrazine hydrate), CC1=C(C(=NC=C1)N)C (dimethyl-aminopyridine). The solvent is N1=CC=CC=C1 (pyridine). Product: ClC=1C=CC=C2C(=NNC12)C1=CC(=C(C=C1)OC)F (7-Chloro-3-(3-fluoro-4-methoxyphenyl)-1H-indazole). Reaction SMILES: [Cl:1][C:2]1[C:3](F)=[C:4]([C:8]([C:10]2[CH:15]=[CH:14][C:13]([O:16][CH3:17])=[C:12]([F:18])[CH:11]=2)=O)[CH:5]=[CH:6][CH:7]=1.O.[NH2:21][NH2:22].CC1C=CN=C(N)C=1C>N1C=CC=CC=1>[Cl:1][C:2]1[CH:7]=[CH:6][CH:5]=[C:4]2[C:3]=1[NH:22][N:21]=[C:8]2[C:10]1[CH:15]=[CH:14][C:13]([O:16][CH3:17])=[C:12]([F:18])[CH:11]=1 |f:1.2|. Procedure: Prepared according to Method D, Step A from (3-chloro-2-fluorophenyl)(3-fluoro-4-methoxyphenyl)methanone (0.80 g, 2.83 mmol), hydrazine hydrate (1 mL), dimethyl-aminopyridine (0.390 g) and pyridine (5 mL). The reaction mixture was combined with a previous batch at this stage and the title compound was obtained as a white solid and recrystallized from ethyl acetate/hexane (1.30 g, 4.79 mmol, 83%). The reactants are [Al+3], CN1C(=O)CCC2=C1Cc1ccccc12, [Cl-], [Cl-], [Cl-], ClCCl, NS(=O)(=O)c1cc(C(=O)Cl)ccc1Cl. The product is CN1C(=O)CCC2=C1Cc1cc(C(=O)c3ccc(Cl)c(S(N)(=O)=O)c3)ccc12. RXN SMILES: [Al+3:2].[CH3:19][N:20]1[C:21]2=[C:22]([CH2:23][CH2:24][C:25]1=[O:26])[c:27]1[cH:28][cH:29][cH:30][cH:31][c:32]1[CH2:33]2.[Cl-:1].[Cl-:3].[Cl-:4].[Cl:34][CH2:35][Cl:36].[Cl:5][c:6]1[c:7]([S:15]([NH2:16])(=[O:17])=[O:18])[cH:8][c:9]([C:10](=[O:11])[Cl:12])[cH:13][cH:14]1>>[Cl:5][c:6]1[c:7]([S:15]([NH2:16])(=[O:17])=[O:18])[cH:8][c:9]([C:10](=[O:11])[c:30]2[cH:29][cH:28][c:27]3[c:32]([cH:31]2)[CH2:33][C:21]2=[C:22]3[CH2:23][CH2:24][C:25](=[O:26])[N:20]2[CH3:19])[cH:13][cH:14]1. Reactants: O=C1N(C(CC1)=O)CC(CCCCC(=O)OC)(OC)OC (methyl 7-(2-oxo-5-oxo-pyrrolidin-1-yl)-6,6-dimethoxy-1-heptanoate), [BH4-].[Na+] (sodium borohydride), SCC(CCCCC)(C)O (1-mercapto-2-hydroxy-2-methylheptane), CC=1C=CC(=CC1)S(=O)(=O)O (PTSA). The reagents and catalysts are Cl (hydrochloric acid). The solvent is C(Cl)Cl (methylene chloride), C(C)O (ethanol), [Cl-].[Na+] (sodium chloride), C(Cl)Cl (methylene chloride). Reaction conditions: time 1 hour. Product: OC(CSC1N(C(CC1)=O)CC(CCCCC(=O)OC)=O)(CCCCC)C (methyl 7-[2-(2-hydroxy-2-methylheptylthio)-5-oxopyrrolidin-1-yl]-6-oxoheptanoate). Isolated yield 11.5%. As a reaction SMILES: O=[C:2]1[CH2:6][CH2:5][C:4](=[O:7])[N:3]1[CH2:8][C:9]([O:20]C)(OC)[CH2:10][CH2:11][CH2:12][CH2:13][C:14]([O:16][CH3:17])=[O:15].[BH4-].[Na+].[SH:24][CH2:25][C:26]([OH:33])([CH3:32])[CH2:27][CH2:28][CH2:29][CH2:30][CH3:31].CC1C=CC(S(O)(=O)=O)=CC=1>C(O)C.Cl.[Cl-].[Na+].C(Cl)Cl>[OH:33][C:26]([CH3:32])([CH2:27][CH2:28][CH2:29][CH2:30][CH3:31])[CH2:25][S:24][CH:2]1[CH2:6][CH2:5][C:4](=[O:7])[N:3]1[CH2:8][C:9](=[O:20])[CH2:10][CH2:11][CH2:12][CH2:13][C:14]([O:16][CH3:17])=[O:15] |f:1.2,7.8|. Reported procedure: To a solution of 15 (50 mg, 0.16 mmol) in ethanol (2 mL) at 0° was added sodium borohydride (10 mg, 0.25 mmol). Two drops of 2N hydrochloric acid (in ethanol) were added at fifteen minute intervals for 1.5 hours. After continued stirring at 0° for one hour, the reaction was diluted with saturated aqueous sodium chloride and extracted three times with chloroform. The combined chloroform layer was dried over sodium sulfate. Removal of the solvent afforded 57 mg of the crude product which was disso...